From a dataset of the Open Reaction Database (ORD), a public repository of structured organic reaction records. describe an organic reaction: reactants, conditions, products, and yield Reactants: Cl (hydrochloric acid), O1CCCC1 (tetrahydrofuran), C(C)C1=C(SC=C1)C(CCCO)(O)C=1SC=CC1CC (1,1-bis(3-ethyl-2-thienyl)-1,4-dihydroxylbutan). Run in C(C)O (ethanol). Conditions: temperature 50 celsius. The product is C(C)C1=C(SC=C1)C(=CCCO)C=1SC=CC1CC (4,4-bis(3-ethylthien-2-yl)but-3-en-1-ol). Yield: 69.0%. Reaction SMILES: [CH2:1]([C:3]1[CH:7]=[CH:6][S:5][C:4]=1[C:8]([C:14]1[S:15][CH:16]=[CH:17][C:18]=1[CH2:19][CH3:20])(O)[CH2:9][CH2:10][CH2:11][OH:12])[CH3:2].Cl.O1CCCC1>C(O)C>[CH2:1]([C:3]1[CH:7]=[CH:6][S:5][C:4]=1[C:8]([C:14]1[S:15][CH:16]=[CH:17][C:18]=1[CH2:19][CH3:20])=[CH:9][CH2:10][CH2:11][OH:12])[CH3:2]. Procedure details: This oil consisting of 1,1-bis(3-ethyl-2-thienyl)-1,4-dihydroxylbutan was mixed with 75 ml 2N hydrochloric acid solution, 75 ml tetrahydrofuran and 75 ml ethanol and heated at 50° C. for 18 h. The solution was evaporated and the resultant oil was purified by "flash" chromatography on silica gel (Art 9385) eluting with heptane/ethylacetate (5:1) to give 4,4-bis(3-ethylthien-2-yl)but-3-en-1-ol (5.4 g, 69%) as an oil. Conditions: time 6 hour. Reported procedure: In Chinese Patent application CN93103817.1, Lanzhou Petrochemical Research Institute discloses a catalyst represented by a formula of MoBiFeWX1X2X3X4, wherein X1 is Co or Ni, X2 is at least one element selected from alkali metal or alkaline earth metal, X3 is at least one element selected from zinc, phosphorus, arsenic and boron, X4 is at least one element selected from silicon, aluminum, and titanium, based on the numbers of Mo atom being 12, the amount of Bi is 0.5˜4, Fe is 0˜8, W is 0˜4, X1 i... The reactants are raw material, [As] (arsenic), C=CC (propylene), raw material, C([O-])([O-])=O.[Bi+3].C([O-])([O-])=O.C([O-])([O-])=O.[Bi+3] (bismuth carbonate), [Al] (aluminum), alkali metal, [P] (phosphorus), stainless steel, [N+](=O)([O-])[O-].[Bi+3].[N+](=O)([O-])[O-].[N+](=O)([O-])[O-] (bismuth nitrate), alkaline earth metal, [B] (boron). Product: C(C=C)(=O)O (acrylic acid), C(=O)C=C (acrolein). The reagents and catalysts are [Mo]=O (molybdenum oxide), [Ni] (Ni), catalyst, [Ti] (titanium), [Fe] (Fe), [NH4+].[NH4+].[O-][Mo](=O)(=O)[O-] (ammonium molybdate), [Zn] (zinc). RXN SMILES: [P].[As].[B].[Al].[C:5](=[O:8])([O-])[O-:6].[Bi+3].[C:10](=[O:13])([O-])[O-].C(=O)([O-])[O-].[Bi+3].[N+]([O-])([O-])=O.[Bi+3].[N+]([O-])([O-])=O.[N+]([O-])([O-])=O.[CH2:32]=[CH:33]C>[Ni].[Zn].[Ti].[Fe].[Mo]=O.[NH4+].[NH4+].[O-][Mo]([O-])(=O)=O>[C:5]([OH:6])(=[O:8])[CH:32]=[CH2:33].[CH:10]([CH:32]=[CH2:33])=[O:13] |f:4.5.6.7.8,9.10.11.12,19.20.21|. Starting materials: CN1CCNCC1, COc1c(C(=O)O)cccc1[N+](=O)[O-], CN(C)C=O, [Na+], O=C([O-])O, O, On1nnc2ccccc21. The product is COc1c(C(=O)N2CCN(C)CC2)cccc1[N+](=O)[O-]. RXN SMILES: [CH3:15][N:16]1[CH2:17][CH2:18][NH:19][CH2:20][CH2:21]1.[CH3:1][O:2][c:3]1[c:4]([C:5](=[O:6])[OH:7])[cH:8][cH:9][cH:10][c:11]1[N+:12](=[O:13])[O-:14].[CH3:38][N:39]([CH3:40])[CH:41]=[O:42].[Na+:37].[O-:33][C:34]([OH:35])=[O:36].[OH2:22].[OH:23][n:24]1[c:25]2[cH:26][cH:27][cH:28][cH:29][c:30]2[n:31][n:32]1>>[CH3:1][O:2][c:3]1[c:4]([C:5](=[O:7])[N:19]2[CH2:18][CH2:17][N:16]([CH3:15])[CH2:21][CH2:20]2)[cH:8][cH:9][cH:10][c:11]1[N+:12](=[O:13])[O-:14]. Reactants: O=O (oxygen), ClCCl (dichloromethane), OCCCCCCCCCC1=C(C=C(C(=C1O)OC)OC)C (6-(9-hydroxynonyl)-2,3-dimethoxy-5-methylphenol), N1=CC=CC=C1 (pyridine). Reagents/catalysts: C1=CC=C(C(=C1)C=NCCN=CC2=CC=CC=C2[O-])[O-].[Co+2] (salcomine). Yields the product OCCCCCCCCCC1=C(C(C(=C(C1=O)OC)OC)=O)C (6-(9-hydroxynonyl)-2,3-dimethoxy-5-methyl-1,4-benzoquinone). RXN SMILES: ClCCl.[OH:4][CH2:5][CH2:6][CH2:7][CH2:8][CH2:9][CH2:10][CH2:11][CH2:12][CH2:13][C:14]1[C:19]([OH:20])=[C:18]([O:21][CH3:22])[C:17]([O:23][CH3:24])=[CH:16][C:15]=1[CH3:25].N1C=CC=CC=1.[O:32]=O>C1C=C(C=NCCN=CC2C([O-])=CC=CC=2)C([O-])=CC=1.[Co+2]>[OH:4][CH2:5][CH2:6][CH2:7][CH2:8][CH2:9][CH2:10][CH2:11][CH2:12][CH2:13][C:14]1[C:19](=[O:20])[C:18]([O:21][CH3:22])=[C:17]([O:23][CH3:24])[C:16](=[O:32])[C:15]=1[CH3:25] |f:4.5|. Procedure: To a dichloromethane solution (30 ml) of 6-(9-hydroxynonyl)-2,3-dimethoxy-5-methylphenol (1.8 g) are added pyridine (0.5 ml) and bis(salicylidene)ethylenediiminocobalt(II) (32 mg). The mixture is stirred in oxygen streams at atmospheric temperature and pressure. The reaction product is isolated as in Example 7 and recrystallized from hexane. The above procedure yields 6-(9-hydroxynonyl)-2,3-dimethoxy-5-methyl-1,4-benzoquinone (1.2 g) as orange-yellow needles melting at 45° C. Yields the product [Br-], Nc1cc[n+](Cc2ccc(OCc3ccccc3)cc2)cc1N. As a reaction SMILES: [CH2:1]([c:2]1[cH:3][cH:4][cH:5][cH:6][cH:7]1)[O:8][c:9]1[cH:10][cH:11][c:12]([CH2:13][Br:14])[cH:15][cH:16]1.[CH3:25][C:26]#[N:27].[NH2:17][c:18]1[cH:19][n:20][cH:21][cH:22][c:23]1[NH2:24]>>[Br-:14].[CH2:1]([c:2]1[cH:3][cH:4][cH:5][cH:6][cH:7]1)[O:8][c:9]1[cH:10][cH:11][c:12]([CH2:13][n+:20]2[cH:19][c:18]([NH2:17])[c:23]([NH2:24])[cH:22][cH:21]2)[cH:15][cH:16]1. Reactants: BrCc1ccc(OCc2ccccc2)cc1, CC#N, Nc1ccncc1N. Starting materials: FC(C(C1=CC=CC=C1)(F)F)(F)C1=C(C#N)C=CC=C1 (2-(α,α,β,β-Tetrafluorophenethyl)benzonitrile), C(CN)N (ethylenediamine). The reagents and catalysts are C(=S)=S (carbon disulfide). The solvent is O (water). Yields the product FC(C(C1=CC=CC=C1)(F)F)(F)C1=C(C=CC=C1)C=1NCCN1 (2-[2-(α,α,β,β-Tetrafluorophenethyl)phenyl]-imidazolin). RXN SMILES: [F:1][C:2]([C:13]1[CH:20]=[CH:19][CH:18]=[CH:17][C:14]=1[C:15]#[N:16])([F:12])[C:3]([F:11])([F:10])[C:4]1[CH:9]=[CH:8][CH:7]=[CH:6][CH:5]=1.[CH2:21](N)[CH2:22][NH2:23]>C(=S)=S.O>[F:1][C:2]([C:13]1[CH:20]=[CH:19][CH:18]=[CH:17][C:14]=1[C:15]1[NH:23][CH2:22][CH2:21][N:16]=1)([F:12])[C:3]([F:11])([F:10])[C:4]1[CH:5]=[CH:6][CH:7]=[CH:8][CH:9]=1. Reported procedure: 2-(α,α,β,β-Tetrafluorophenethyl)benzonitrile, 2.06 g. (0.0074 mole), together with 1.2 g. (0.02 mole) of ethylenediamine and 3 drops of carbon disulfide, is heated in a sealed tube at 160°-165° C. for 18 hours. After cooling in an ice-bath, the tube is opened and the contents are poured into water. The orange gum that separates is washed with water by decantation and then dissolved in ethyl acetate. The ethyl acetate solution is extracted with 3N hydrochloric acid. The combined, ice-cold, acid e...